Dataset: the Open Reaction Database (ORD), a public repository of structured organic reaction records. Task: describe an organic reaction: reactants, conditions, products, and yield Reactants: N[C@H](C(=O)NCCCC[C@@H](CO)N(CC(C)C)S(=O)(=O)C1=CC(=C(C=C1)F)N)CC1=CC2=CC=CC=C2C=C1 ((2S,5S)-2-Amino-N-{5-[(3-amino-4-fluoro-benzenesulfonyl)-isobutyl-amino]-6-hydroxy-hexyl}-3-naphthalen-2-yl-propionamide), C(C1=CC=NC=C1)(=O)O (isonicotinic acid). The product is NC=1C=C(C=CC1F)S(=O)(=O)N([C@@H](CCCCNC(=O)[C@H](CC1=CC2=CC=CC=C2C=C1)NC(C1=CC=NC=C1)=O)CO)CC(C)C ((1S,5S)-N-(1-{5-[(3-Amino-4-fluoro-benzenesulfonyl)-isobutyl-amino]-6-hydroxy-hexylcarbamoyl}-2-naphthalen-2-yl-ethyl)-isonicotinamide). Reaction SMILES: [NH2:1][C@@H:2]([CH2:29][C:30]1[CH:39]=[CH:38][C:37]2[C:32](=[CH:33][CH:34]=[CH:35][CH:36]=2)[CH:31]=1)[C:3]([NH:5][CH2:6][CH2:7][CH2:8][CH2:9][C@H:10]([N:13]([S:18]([C:21]1[CH:26]=[CH:25][C:24]([F:27])=[C:23]([NH2:28])[CH:22]=1)(=[O:20])=[O:19])[CH2:14][CH:15]([CH3:17])[CH3:16])[CH2:11][OH:12])=[O:4].[C:40](O)(=[O:47])[C:41]1[CH:46]=[CH:45][N:44]=[CH:43][CH:42]=1>>[NH2:28][C:23]1[CH:22]=[C:21]([S:18]([N:13]([CH2:14][CH:15]([CH3:16])[CH3:17])[C@H:10]([CH2:11][OH:12])[CH2:9][CH2:8][CH2:7][CH2:6][NH:5][C:3]([C@@H:2]([NH:1][C:40](=[O:47])[C:41]2[CH:46]=[CH:45][N:44]=[CH:43][CH:42]=2)[CH2:29][C:30]2[CH:39]=[CH:38][C:37]3[C:32](=[CH:33][CH:34]=[CH:35][CH:36]=3)[CH:31]=2)=[O:4])(=[O:19])=[O:20])[CH:26]=[CH:25][C:24]=1[F:27]. Procedure: The title compound was prepared from (2S,5S)-2-amino-N-{5-[(3-amino-4-fluoro-benzenesulfonyl)-isobutyl-amino]-6-hydroxy-hexyl}-3-naphthalen-2-yl-propionamide (example 81) as described in general procedure E using isonicotinic acid. The final product was obtained in 66% yield.